Dataset: the Open Reaction Database (ORD), a public repository of structured organic reaction records. Task: describe an organic reaction: reactants, conditions, products, and yield RXN SMILES: [CH3:17][C:18]([O:19][C:20](=[O:21])[CH3:22])=[O:23].[CH3:1][c:2]1[c:3]2[c:11]([c:12]([OH:15])[cH:13][cH:14]1)[C:10](=[O:16])[CH:9]1[CH:4]2[CH2:5][CH2:6][CH2:7][CH2:8]1.[CH3:24][N:25]([CH3:26])[CH2:27][N:28]([CH3:29])[CH3:30].[Cl-:32].[Na+:31]>>[CH3:1][c:2]1[c:3]2[c:11]([c:12]([OH:15])[c:13]([CH2:27][N:25]([CH3:24])[CH3:26])[cH:14]1)[C:10](=[O:16])[CH:9]1[CH:4]2[CH2:5][CH2:6][CH2:7][CH2:8]1. The reactants are CC(=O)OC(C)=O, Cc1ccc(O)c2c1C1CCCCC1C2=O, CN(C)CN(C)C, [Cl-], [Na+]. Yields the product Cc1cc(CN(C)C)c(O)c2c1C1CCCCC1C2=O.